From a dataset of the Open Reaction Database (ORD), a public repository of structured organic reaction records. describe an organic reaction: reactants, conditions, products, and yield Isolated yield 62.8%. Product: C[C@H](CCCCCOC=1C=NC(=NC1)C1=CC=C(C=C1)C1=CC=C(C=C1)CCC)CC ((S)-5-(6'-methyloctyloxy)-2(4'-propylbiphenyl-4-yl)pyrimidine). Reported procedure: 5-Hydroxy-2(4'-propyl-biphenyl-4-yl)pyrimidine (10 g, 0.034 mol) was dissolved in ethanol (100 ml), followed by adding KOH (2.1 g, 0.037 mol), refluxing the mixture, dropwise adding (S)-6-methyloctyl bromide (7.7 g, 0.037 mol) over about 15 minutes, further refluxing the mixture for 5 hours, distilling off ethanol (80 ml), dissolving the residue in toluene (100 ml), transferring the solution into a separating funnel, sufficiently washing it with a 2N-NaOH aqueous solution, washing it with water ... Starting materials: [OH-].[K+] (KOH), OC=1C=NC(=NC1)C1=CC=C(C=C1)C1=CC=C(C=C1)CCC (5-Hydroxy-2(4'-propyl-biphenyl-4-yl)pyrimidine), C[C@H](CCCCCBr)CC ((S)-6-methyloctyl bromide). Run in C(C)O (ethanol). As a reaction SMILES: [OH:1][C:2]1[CH:3]=[N:4][C:5]([C:8]2[CH:13]=[CH:12][C:11]([C:14]3[CH:19]=[CH:18][C:17]([CH2:20][CH2:21][CH3:22])=[CH:16][CH:15]=3)=[CH:10][CH:9]=2)=[N:6][CH:7]=1.[OH-].[K+].[CH3:25][C@@H:26]([CH2:33][CH3:34])[CH2:27][CH2:28][CH2:29][CH2:30][CH2:31]Br>C(O)C>[CH3:25][C@@H:26]([CH2:33][CH3:34])[CH2:27][CH2:28][CH2:29][CH2:30][CH2:31][O:1][C:2]1[CH:7]=[N:6][C:5]([C:8]2[CH:9]=[CH:10][C:11]([C:14]3[CH:19]=[CH:18][C:17]([CH2:20][CH2:21][CH3:22])=[CH:16][CH:15]=3)=[CH:12][CH:13]=2)=[N:4][CH:3]=1 |f:1.2|. Starting materials: COC1=CC=C(CN2N=C(C=3C2=NC=CC3OC3=C(C=C(C=C3)N)F)C3CCN(CC3)C(=O)OC(C)(C)C)C=C1 (tert-butyl 4-(1-(4-methoxybenzyl)-4-(4-amino-2-fluorophenoxy)-1H-pyrazolo[3,4-b]pyridin-3-yl)piperidine-1-carboxylate), FC1=CC=C(C=C1)N1N=CC=C(C1=O)C(=O)O (2-(4-fluorophenyl)-3-oxo-2,3-dihydropyridazine-4-carboxylic acid), Cl.C(C)N=C=NCCCN(C)C (N1-((ethylimino)methylene)-N3,N3-dimethylpropane-1,3-diamine hydrochloride), N1(N=NC2=C1C=CC=C2)O (1H-benzo[d][1,2,3]triazol-1-ol), C(C)N(C(C)C)C(C)C (N-ethyl-N-isopropylpropan-2-amine). The solvent is CN(C)C=O (DMF). Run at time 8 hour. Product: FC1=C(OC2=C3C(=NC=C2)N(N=C3C3CCN(CC3)C(=O)OC(C)(C)C)CC3=CC=C(C=C3)OC)C=CC(=C1)NC(=O)C=1C(N(N=CC1)C1=CC=C(C=C1)F)=O (tert-butyl 4-(4-(2-fluoro-4-(2-(4-fluorophenyl)-3-oxo-2,3-dihydropyridazine-4-carboxamido)phenoxy)-1-(4-methoxybenzyl)-1H-pyrazolo[3,4-b]pyridin-3-yl)piperidine-1-carboxylate). The yield is 92.1%. Reaction SMILES: [CH3:1][O:2][C:3]1[CH:40]=[CH:39][C:6]([CH2:7][N:8]2[C:12]3=[N:13][CH:14]=[CH:15][C:16]([O:17][C:18]4[CH:23]=[CH:22][C:21]([NH2:24])=[CH:20][C:19]=4[F:25])=[C:11]3[C:10]([CH:26]3[CH2:31][CH2:30][N:29]([C:32]([O:34][C:35]([CH3:38])([CH3:37])[CH3:36])=[O:33])[CH2:28][CH2:27]3)=[N:9]2)=[CH:5][CH:4]=1.[F:41][C:42]1[CH:47]=[CH:46][C:45]([N:48]2[C:53](=[O:54])[C:52]([C:55](O)=[O:56])=[CH:51][CH:50]=[N:49]2)=[CH:44][CH:43]=1.Cl.C(N=C=NCCCN(C)C)C.N1(O)C2C=CC=CC=2N=N1.C(N(C(C)C)C(C)C)C>CN(C=O)C>[F:25][C:19]1[CH:20]=[C:21]([NH:24][C:55]([C:52]2[C:53](=[O:54])[N:48]([C:45]3[CH:46]=[CH:47][C:42]([F:41])=[CH:43][CH:44]=3)[N:49]=[CH:50][CH:51]=2)=[O:56])[CH:22]=[CH:23][C:18]=1[O:17][C:16]1[CH:15]=[CH:14][N:13]=[C:12]2[N:8]([CH2:7][C:6]3[CH:5]=[CH:4][C:3]([O:2][CH3:1])=[CH:40][CH:39]=3)[N:9]=[C:10]([CH:26]3[CH2:27][CH2:28][N:29]([C:32]([O:34][C:35]([CH3:37])([CH3:36])[CH3:38])=[O:33])[CH2:30][CH2:31]3)[C:11]=12 |f:2.3|. Reported procedure: A round-bottomed flask was charged with tert-butyl 4-(1-(4-methoxybenzyl)-4-(4-amino-2-fluorophenoxy)-1H-pyrazolo[3,4-b]pyridin-3-yl)piperidine-1-carboxylate (84.3 mg, 0.1539 mmol), 2-(4-fluorophenyl)-3-oxo-2,3-dihydropyridazine-4-carboxylic acid (108.1 mg, 0.4618 mmol, prepared according to Example 19, step C), N1-((ethylimino)methylene)-N3,N3-dimethylpropane-1,3-diamine hydrochloride (147.6 mg, 0.7697 mmol), 1H-benzo[d][1,2,3]triazol-1-ol (104.0 mg, 0.7697 mmol), N-ethyl-N-isopropylpropan-2-am...